This data is from the Open Reaction Database (ORD), a public repository of structured organic reaction records. The task is: describe an organic reaction: reactants, conditions, products, and yield Reactants: CCNc1nc(C)cc(-c2nc(-c3cc(C)c(OCC(O)CNC(=O)CO)c(CC)c3)no2)n1, CCN(CC)c1nc(C)cc(C(=O)O)n1. Product: CCc1cc(-c2noc(-c3cc(C)nc(N(CC)CC)n3)n2)cc(C)c1OCC(O)CNC(=O)CO. As a reaction SMILES: [CH2:1]([CH3:2])[c:3]1[c:4]([O:5][CH2:6][CH:7]([CH2:8][NH:9][C:10]([CH2:11][OH:12])=[O:13])[OH:14])[c:15]([CH3:34])[cH:16][c:17](-[c:19]2[n:20][o:21][c:22](-[c:24]3[n:25][c:26]([NH:31][CH2:32][CH3:33])[n:27][c:28]([CH3:30])[cH:29]3)[n:23]2)[cH:18]1.[CH2:35]([CH3:36])[N:37]([CH2:38][CH3:39])[c:40]1[n:41][c:42]([C:43]([OH:44])=[O:45])[cH:46][c:47]([CH3:48])[n:49]1>>[CH2:1]([CH3:2])[c:3]1[c:4]([O:5][CH2:6][CH:7]([CH2:8][NH:9][C:10]([CH2:11][OH:12])=[O:13])[OH:14])[c:15]([CH3:34])[cH:16][c:17](-[c:19]2[n:20][o:21][c:22](-[c:24]3[n:25][c:26]([N:31]([CH2:32][CH3:33])[CH2:35][CH3:36])[n:27][c:28]([CH3:30])[cH:29]3)[n:23]2)[cH:18]1. The reactants are Cl, [Cu], Cc1ccc(I)c(C(=O)O)c1, [K+], [OH-], O, Sc1ccccc1. The product is Cc1ccc(Sc2ccccc2)c(C(=O)O)c1. Reaction SMILES: [ClH:21].[Cu:23].[I:10][c:11]1[c:12]([C:13](=[O:14])[OH:15])[cH:16][c:17]([CH3:20])[cH:18][cH:19]1.[K+:2].[OH-:1].[OH2:22].[SH:3][c:4]1[cH:5][cH:6][cH:7][cH:8][cH:9]1>>[S:3]([c:4]1[cH:5][cH:6][cH:7][cH:8][cH:9]1)[c:11]1[c:12]([C:13](=[O:14])[OH:15])[cH:16][c:17]([CH3:20])[cH:18][cH:19]1.